From a dataset of the Open Reaction Database (ORD), a public repository of structured organic reaction records. describe an organic reaction: reactants, conditions, products, and yield Isolated yield 83.8%. The reactants are ClC1=CC=C(C=C1)C(=O)[C@H]1N(CCC1)C(=O)C=1C(=NN(C1)C)C(F)F ((4-chloro-phenyl)-[(S)-1-(3-difluoromethyl-1-methyl-1H-pyrazole-4-carbonyl)-pyrrolidin-2-yl]-methanone), [BH4-].[Na+] (sodium borohydride), Cl (HCl). Reaction SMILES: [Cl:1][C:2]1[CH:7]=[CH:6][C:5]([C:8]([C@@H:10]2[CH2:14][CH2:13][CH2:12][N:11]2[C:15]([C:17]2[C:18]([CH:23]([F:25])[F:24])=[N:19][N:20]([CH3:22])[CH:21]=2)=[O:16])=[O:9])=[CH:4][CH:3]=1.[BH4-].[Na+].Cl>CO>[Cl:1][C:2]1[CH:7]=[CH:6][C:5]([CH:8]([OH:9])[C@@H:10]2[CH2:14][CH2:13][CH2:12][N:11]2[C:15]([C:17]2[C:18]([CH:23]([F:25])[F:24])=[N:19][N:20]([CH3:22])[CH:21]=2)=[O:16])=[CH:4][CH:3]=1 |f:1.2|. Reported procedure: To a solution of (4-chloro-phenyl)-[(S)-1-(3-difluoromethyl-1-methyl-1H-pyrazole-4-carbonyl)-pyrrolidin-2-yl]-methanone (370 mg; 1.0 mmol), which was prepared as described in example P5, in methanol (5 ml) at 0° C. was added portionwise sodium borohydride (35 mg; 1.0 mmol). The reaction mixture was stirred for 0.5 hours and 1N HCl was added until pH 7 reached. Solvent was removed under pressure and the remaining mixture was extracted with ethylacetate (2×20 ml). The combined organic layer was dr... Run in CO (methanol). Reaction conditions: time 0.5 hour. The product is ClC1=CC=C(C=C1)C([C@H]1N(CCC1)C(=O)C=1C(=NN(C1)C)C(F)F)O ({(S)-2-[(4-chlorophenyl)-hydroxy-methyl]-pyrrolidin-1-yl}-(3-difluoromethyl-1-methyl-1H-pyrazol-4-yl)-methanone). The reactants are CC1=NN2C(N=CC(=C2C)C(=O)O)=C1 (2,7-dimethylpyrazolo[1,5-a]pyrimidine-6-carboxylic acid), ON=C(C1=CN=CC=C1)N (N′-hydroxynicotinimidamide), N (NH3). The product is CC1=NN2C(N=CC(=C2C)C2=NC(=NO2)C=2C=NC=CC2)=C1 (5-(2,7-dimethylpyrazolo[1,5-a]pyrimidin-6-yl)-3-(pyridin-3-yl)-1,2,4-oxadiazole). As a reaction SMILES: [CH3:1][C:2]1[CH:14]=[C:5]2[N:6]=[CH:7][C:8]([C:11]([OH:13])=O)=[C:9]([CH3:10])[N:4]2[N:3]=1.O[N:16]=[C:17]([NH2:24])[C:18]1[CH:23]=[CH:22][CH:21]=[N:20][CH:19]=1.N>>[CH3:1][C:2]1[CH:14]=[C:5]2[N:6]=[CH:7][C:8]([C:11]3[O:13][N:24]=[C:17]([C:18]4[CH:19]=[N:20][CH:21]=[CH:22][CH:23]=4)[N:16]=3)=[C:9]([CH3:10])[N:4]2[N:3]=1. Procedure: The title compound was prepared according Method C using 2,7-dimethylpyrazolo[1,5-a]pyrimidine-6-carboxylic acid (Maybridge) and N′-hydroxynicotinimidamide (Tyger). 1H NMR (300 MHz, DMSO-d6) δ2.52 (s, 3 H), 3.27 (s, 3 H), 6.77 (s, 1 H), 7.67 (ddd, J=8.0, 4.9, 0.7 Hz, 1 H), 8.48 (dt, J=8.6, 1.9 Hz, 1 H), 8.84 (dd, J=4.7, 1.7 Hz, 1 H), 9.06 (s, 1 H), 9.30 (dd, J=2.2, 0.8 Hz, 1 H), 9.30 (d, J=1.4 Hz, 1 H) ppm; MS (DCI/NH3) m/z 293 (M+H)+. Starting materials: ClC1=C(C(=O)N2C(=C(C3=CC(=CC(=C23)C)C)C2=C(C=CC=C2)Cl)C(=O)OC)C=CC=C1 (Methyl 1-(2-chlorobenzoyl)-3-(2-chlorophenyl)-5,7-dimethylindole-2-carboxylate), [OH-].[Na+] (sodium hydroxide), Cl (HCl). Solvent: CO (methanol). Reaction conditions: time 30 minute. The product is ClC1=C(C=CC=C1)C1=C(N(C2=C(C=C(C=C12)C)C)C)C(=O)OC (methyl 3-(2-chlorophenyl)-1,5,7-trimethylindole-2-carboxylate). The yield is 58.9%. RXN SMILES: ClC1C=CC=CC=1[C:4]([N:6]1[C:14]2[C:9](=[CH:10][C:11]([CH3:16])=[CH:12][C:13]=2[CH3:15])[C:8]([C:17]2[CH:22]=[CH:21][CH:20]=[CH:19][C:18]=2[Cl:23])=[C:7]1[C:24]([O:26][CH3:27])=[O:25])=O.[OH-].[Na+].Cl>CO>[Cl:23][C:18]1[CH:19]=[CH:20][CH:21]=[CH:22][C:17]=1[C:8]1[C:9]2[C:14](=[C:13]([CH3:15])[CH:12]=[C:11]([CH3:16])[CH:10]=2)[N:6]([CH3:4])[C:7]=1[C:24]([O:26][CH3:27])=[O:25] |f:1.2|. Procedure: Methyl 1-(2-chlorobenzoyl)-3-(2-chlorophenyl)-5,7-dimethylindole-2-carboxylate (compound K) was obtained in the same manner as for compounds I and J in Reference Example 4. In 20 cc of methanol was dissolved 0.96 g of compound K, followed by adding thereto 4.2 cc of 2N sodium hydroxide, and the resulting mixture was heated under reflux for 2 hours. After cooling, the mixture was acidified with 2N HCl, followed by extraction with ethyl acetate. The extract was dried over magnesium sulfate and dis... Reactants: COC=1C=C2C(=NC=NC2=CC1OC)OC1=CC=C(C=C1)N (6,7-Dimethoxy-4-(4-aminophenoxy)quinazoline), C(CCC)N=C=O (n-butyl isocyanate). Run in C1(=CC=CC=C1)C (toluene). Yields the product COC=1C=C2C(=NC=NC2=CC1OC)OC1=CC=C(C=C1)NC(=O)NCCCC (N-(4-[(6,7-Dimethoxy-4-quinazolinyl)oxy]phenyl)-N'-n-butylurea). The yield is 56.0%. RXN SMILES: [CH3:1][O:2][C:3]1[CH:4]=[C:5]2[C:10](=[CH:11][C:12]=1[O:13][CH3:14])[N:9]=[CH:8][N:7]=[C:6]2[O:15][C:16]1[CH:21]=[CH:20][C:19]([NH2:22])=[CH:18][CH:17]=1.[CH2:23]([N:27]=[C:28]=[O:29])[CH2:24][CH2:25][CH3:26]>C1(C)C=CC=CC=1>[CH3:1][O:2][C:3]1[CH:4]=[C:5]2[C:10](=[CH:11][C:12]=1[O:13][CH3:14])[N:9]=[CH:8][N:7]=[C:6]2[O:15][C:16]1[CH:21]=[CH:20][C:19]([NH:22][C:28]([NH:27][CH2:23][CH2:24][CH2:25][CH3:26])=[O:29])=[CH:18][CH:17]=1. Procedure: 6,7-Dimethoxy-4-(4-aminophenoxy)quinazoline (100 mg) was dissolved in toluene (10 ml) with heat, n-butyl isocyanate (0.29 ml) was added, and the admixture was refluxed with heat for 40 minutes. After removing the solvent by distillation, the resulting residue was purified by column chromatography on silica gel eluting with chloroform/acetone (5/1) to obtain 75 mg of the title compound (yield: 56%). Reactants: ClC1=CC=C(C(=O)N2CCC(CC2)COC2=C(C#N)C(=CC=C2)F)C=C1 (2-[1-(4-Chlorobenzoyl)piperidin-4-ylmethoxy]-6-fluorobenzonitrile), C(O)(O)=O.NC(=N)N (guanidine carbonate). Run in CC(=O)N(C)C (dimethylacetamide). Yields the product ClC1=CC=C(C=C1)C(=O)N1CCC(CC1)COC1=C2C(=NC(=NC2=CC=C1)N)N ((4-Chlorophenyl)-[4-(2,4-diaminoquinazolin-5-yloxymethyl)piperidin-1-yl]methanone). Yield: 60.7%. RXN SMILES: [Cl:1][C:2]1[CH:26]=[CH:25][C:5]([C:6]([N:8]2[CH2:13][CH2:12][CH:11]([CH2:14][O:15][C:16]3[CH:23]=[CH:22][CH:21]=[C:20](F)[C:17]=3[C:18]#[N:19])[CH2:10][CH2:9]2)=[O:7])=[CH:4][CH:3]=1.C(=O)(O)O.[NH2:31][C:32]([NH2:34])=[NH:33]>CC(N(C)C)=O>[Cl:1][C:2]1[CH:3]=[CH:4][C:5]([C:6]([N:8]2[CH2:9][CH2:10][CH:11]([CH2:14][O:15][C:16]3[CH:23]=[CH:22][CH:21]=[C:20]4[C:17]=3[C:18]([NH2:19])=[N:33][C:32]([NH2:34])=[N:31]4)[CH2:12][CH2:13]2)=[O:7])=[CH:25][CH:26]=1 |f:1.2|. Reported procedure: 2-[1-(4-Chlorobenzoyl)piperidin-4-ylmethoxy]-6-fluorobenzonitrile (110 mg, 0.3 mmol) and guanidine carbonate (53 mg; 0.3 mmol) were heated at 140° C. in dimethylacetamide for 4 hours. The mixture was cooled and triturated with water for 45 minutes. Solids were filter off and triturated with 3 mL of ethanol. Solids were collected by filtration and dried to afford 75 mg of title compound (59% yield) 1HNMR (400 MHz, DMSO-d6) δ 7.52 (m, 2H), 7.43 (m, 2H), 7.35 (t, J=8.4 Hz, 1H), 7.17 (br d, J=15.2 H... The reactants are Clc1cccc2ccc(N3CCNCC3)nc12, O=C(NCc1ccc(F)cc1)C1(CCCCBr)c2ccccc2-c2ccccc21. Yields the product O=C(NCc1ccc(F)cc1)C1(CCCCN2CCN(c3ccc4cccc(Cl)c4n3)CC2)c2ccccc2-c2ccccc21. Reaction SMILES: [Cl:30][c:31]1[cH:32][cH:33][cH:34][c:35]2[cH:36][cH:37][c:38]([N:41]3[CH2:42][CH2:43][NH:44][CH2:45][CH2:46]3)[n:39][c:40]12.[F:1][c:2]1[cH:3][cH:4][c:5]([CH2:6][NH:7][C:8](=[O:9])[C:10]2([CH2:23][CH2:24][CH2:25][CH2:26][Br:27])[c:11]3[cH:12][cH:13][cH:14][cH:15][c:16]3-[c:17]3[cH:18][cH:19][cH:20][cH:21][c:22]32)[cH:28][cH:29]1>>[F:1][c:2]1[cH:3][cH:4][c:5]([CH2:6][NH:7][C:8](=[O:9])[C:10]2([CH2:23][CH2:24][CH2:25][CH2:26][N:44]3[CH2:43][CH2:42][N:41]([c:38]4[cH:37][cH:36][c:35]5[cH:34][cH:33][cH:32][c:31]([Cl:30])[c:40]5[n:39]4)[CH2:46][CH2:45]3)[c:11]3[cH:12][cH:13][cH:14][cH:15][c:16]3-[c:17]3[cH:18][cH:19][cH:20][cH:21][c:22]32)[cH:28][cH:29]1. Reactants: [OH-].[Na+] (sodium hydroxide), COC=1C=CC(=NC1)C(=O)OC (methyl 5-methoxypyridine-2-carboxylate), C(CC(O)(C(=O)O)CC(=O)O)(=O)O (citric acid). The solvent is O1CCCC1 (tetrahydrofuran), CO (methanol). Reaction conditions: time 2 hour. Yields the product COC=1C=CC(=NC1)C(=O)O (5-methoxypyridine-2-carboxylic acid). Reaction SMILES: [CH3:1][O:2][C:3]1[CH:4]=[CH:5][C:6]([C:9]([O:11]C)=[O:10])=[N:7][CH:8]=1.[OH-].[Na+].C(O)(=O)CC(CC(O)=O)(C(O)=O)O>CO.O1CCCC1>[CH3:1][O:2][C:3]1[CH:4]=[CH:5][C:6]([C:9]([OH:11])=[O:10])=[N:7][CH:8]=1 |f:1.2|. Procedure: The obtained ester compound was dissolved in 0.5 ml of methanol and 0.5 ml of tetrahydrofuran, and 0.52 ml of aqueous 1 N sodium hydroxide solution was added to it, and stirred at room temperature for 2 hours. This was neutralized with aqueous 10% citric acid solution, extracted with chloroform, and the organic layer was washed with saturated saline water. After dried, the solvent was evaporated away under reduced pressure to obtain 17.2 mg of the entitled compound as a white crystal.